Dataset: the Open Reaction Database (ORD), a public repository of structured organic reaction records. Task: describe an organic reaction: reactants, conditions, products, and yield Reactants: CCOC(=O)CCc1cn(Cc2ccc3cc(OCc4nc(-c5ccccc5)oc4C)ccc3c2)cc1-c1ccccc1, CCO, Cl, [Na+], C1CCOC1, [OH-]. Product: Cc1oc(-c2ccccc2)nc1COc1ccc2cc(Cn3cc(CCC(=O)O)c(-c4ccccc4)c3)ccc2c1. RXN SMILES: [CH3:1][c:2]1[c:3]([CH2:13][O:14][c:15]2[cH:16][c:17]3[cH:18][cH:19][c:20]([CH2:25][n:26]4[cH:27][c:28]([CH2:37][CH2:38][C:39](=[O:40])[O:41][CH2:42][CH3:43])[c:29](-[c:31]5[cH:32][cH:33][cH:34][cH:35][cH:36]5)[cH:30]4)[cH:21][c:22]3[cH:23][cH:24]2)[n:4][c:5](-[c:7]2[cH:8][cH:9][cH:10][cH:11][cH:12]2)[o:6]1.[CH3:52][CH2:53][OH:54].[ClH:51].[Na+:45].[O:46]1[CH2:47][CH2:48][CH2:49][CH2:50]1.[OH-:44]>>[CH3:1][c:2]1[c:3]([CH2:13][O:14][c:15]2[cH:16][c:17]3[cH:18][cH:19][c:20]([CH2:25][n:26]4[cH:27][c:28]([CH2:37][CH2:38][C:39](=[O:40])[OH:41])[c:29](-[c:31]5[cH:32][cH:33][cH:34][cH:35][cH:36]5)[cH:30]4)[cH:21][c:22]3[cH:23][cH:24]2)[n:4][c:5](-[c:7]2[cH:8][cH:9][cH:10][cH:11][cH:12]2)[o:6]1. Starting materials: FC(C=1C=C(C=CC1)NC(C(C)(C)N1COC(=C(C1=O)C1=CC=CC=C1)CBr)=O)(F)F (N-(3-trifluoromethylphenyl)-2-(6-bromomethyl-2,3-dihydro-4-oxo-5-phenyl-4H-1,3-oxazin-3-yl)-2-methylpropanamide), C(C)(=O)[O-].[Na+] (sodium acetate). The solvent is CCOCC (ether), CN(C=O)C (N,N-dimethylformamide). Yields the product FC(C=1C=C(C=CC1)NC(C(C)(C)N1COC(=C(C1=O)C1=CC=CC=C1)COC(C)=O)=O)(F)F (N-(3-trifluoromethylphenyl)-2-(6-acetoxymethyl-2,3-dihydro-4-oxo-5-phenyl-4H-1,3-oxazin-3-yl)-2-methylpropanamide). The yield is 77.6%. Reaction SMILES: [F:1][C:2]([F:31])([F:30])[C:3]1[CH:4]=[C:5]([NH:9][C:10](=[O:29])[C:11]([N:14]2[C:19](=[O:20])[C:18]([C:21]3[CH:26]=[CH:25][CH:24]=[CH:23][CH:22]=3)=[C:17]([CH2:27]Br)[O:16][CH2:15]2)([CH3:13])[CH3:12])[CH:6]=[CH:7][CH:8]=1.[C:32]([O-:35])(=[O:34])[CH3:33].[Na+]>CN(C)C=O.CCOCC>[F:1][C:2]([F:31])([F:30])[C:3]1[CH:4]=[C:5]([NH:9][C:10](=[O:29])[C:11]([N:14]2[C:19](=[O:20])[C:18]([C:21]3[CH:26]=[CH:25][CH:24]=[CH:23][CH:22]=3)=[C:17]([CH2:27][O:35][C:32](=[O:34])[CH3:33])[O:16][CH2:15]2)([CH3:13])[CH3:12])[CH:6]=[CH:7][CH:8]=1 |f:1.2|. Reported procedure: A mixture of N-(3-trifluoromethylphenyl)-2-(6-bromomethyl-2,3-dihydro-4-oxo-5-phenyl-4H-1,3-oxazin-3-yl)-2-methylpropanamide (1.09 g) and sodium acetate (0.36 g) was heated at 80-90° C. in N,N-dimethylformamide for 3 hours. The cooled solution was diluted with ether, washed with water, dried (magnesium sulphate) and evaporated in vacuo to give N-(3-trifluoromethylphenyl)-2-(6-acetoxymethyl-2,3-dihydro-4-oxo-5-phenyl-4H-1,3-oxazin-3-yl)-2-methylpropanamide (compound 103, 0.81 g) as a white solid,... The reactants are CC(=O)Oc1ccccc1C(=O)O, CN(C)C=O, C(=NC1CCCCC1)=NC1CCCCC1, ClC(Cl)Cl, Oc1cccc2[nH]nnc12, NC(=O)c1ccc(O)cc1. Yields the product CC(=O)Oc1ccccc1C(=O)Oc1ccc(C(N)=O)cc1. RXN SMILES: [CH3:1][C:2](=[O:3])[O:4][c:5]1[cH:6][cH:7][cH:8][cH:9][c:10]1[C:11]([OH:12])=[O:13].[CH3:49][N:50]([CH3:51])[CH:52]=[O:53].[CH:24]1([N:25]=[C:26]=[N:27][CH:28]2[CH2:29][CH2:30][CH2:31][CH2:32][CH2:33]2)[CH2:34][CH2:35][CH2:36][CH2:37][CH2:38]1.[CH:54]([Cl:55])([Cl:56])[Cl:57].[OH:14][c:15]1[c:16]2[n:17][n:18][nH:19][c:20]2[cH:21][cH:22][cH:23]1.[OH:39][c:40]1[cH:41][cH:42][c:43]([C:44](=[O:45])[NH2:46])[cH:47][cH:48]1>>[CH3:1][C:2](=[O:3])[O:4][c:5]1[cH:6][cH:7][cH:8][cH:9][c:10]1[C:11]([O:12][c:40]1[cH:41][cH:42][c:43]([C:44](=[O:45])[NH2:46])[cH:47][cH:48]1)=[O:13]. Reactants: ClCC(=O)C (1-chloroacetone), NC(=S)N1CCC(CC1)C1CCN(CC1)C(=O)OC(C)(C)C (tert-butyl 1′-(aminocarbonothioyl)-4,4′-bipiperidine-1-carboxylate). The solvent is C(C)O (ethanol). Conditions: temperature 75 celsius. The product is CC=1N=C(SC1)N1CCC(CC1)C1CCN(CC1)C(=O)OC(C)(C)C (tert-butyl 1′-(4-methyl-1,3-thiazol-2-yl)-4,4′-bipiperidine-1-carboxylate). Reaction SMILES: Cl[CH2:2][C:3]([CH3:5])=O.[NH2:6][C:7]([N:9]1[CH2:14][CH2:13][CH:12]([CH:15]2[CH2:20][CH2:19][N:18]([C:21]([O:23][C:24]([CH3:27])([CH3:26])[CH3:25])=[O:22])[CH2:17][CH2:16]2)[CH2:11][CH2:10]1)=[S:8]>C(O)C>[CH3:5][C:3]1[N:6]=[C:7]([N:9]2[CH2:10][CH2:11][CH:12]([CH:15]3[CH2:20][CH2:19][N:18]([C:21]([O:23][C:24]([CH3:27])([CH3:26])[CH3:25])=[O:22])[CH2:17][CH2:16]3)[CH2:13][CH2:14]2)[S:8][CH:2]=1. Reported procedure: The 1-chloroacetone (57 mg, 0.61 mmol) and tert-butyl 1′-(aminocarbonothioyl)-4,4′-bipiperidine-1-carboxylate (prepared as for Example 175, step 1) (200 mg, 0.61 mmol) were dissolved in ethanol (1.2 ml) and heated at 75° C. overnight. The solution was cooled to RT, and the solvent removed in vac. The residue was used in the subsequent procedure without further purification. The reactants are OC(c1ccc(CBr)cc1)(C(F)(F)F)C(F)(F)F, O=C([O-])[O-], CC1CNCCN1, CC#N, CCOC(C)=O, [K+], [K+]. The product is CC1CN(Cc2ccc(C(O)(C(F)(F)F)C(F)(F)F)cc2)CCN1. Reaction SMILES: [Br:8][CH2:9][c:10]1[cH:11][cH:12][c:13]([C:16]([C:17]([F:18])([F:19])[F:20])([C:21]([F:22])([F:23])[F:24])[OH:25])[cH:14][cH:15]1.[C:26](=[O:27])([O-:28])[O-:29].[CH3:1][CH:2]1[NH:3][CH2:4][CH2:5][NH:6][CH2:7]1.[CH3:32][C:33]#[N:34].[CH3:35][CH2:36][O:37][C:38](=[O:39])[CH3:40].[K+:30].[K+:31]>>[CH3:1][CH:2]1[NH:3][CH2:4][CH2:5][N:6]([CH2:9][c:10]2[cH:11][cH:12][c:13]([C:16]([C:17]([F:18])([F:19])[F:20])([C:21]([F:22])([F:23])[F:24])[OH:25])[cH:14][cH:15]2)[CH2:7]1. The reactants are CC1(C2=C(C(=CC=C2)P(C3=CC=CC=C3)C4=CC=CC=C4)OC5=C(C=CC=C51)P(C6=CC=CC=C6)C7=CC=CC=C7)C (Xantphos), C(C)(C)(C)OC(CNC(=O)N)=O (ureido-acetic acid tert-butyl ester), C(=O)([O-])[O-].[Cs+].[Cs+] (Cs2CO3), COC(C1=C(C=NC=C1)Br)=O (3-Bromo-isonicotinic acid methyl ester). The reagents and catalysts are CC(=O)[O-].CC(=O)[O-].[Pd+2] (Pd(OAc)2). Run in O1CCOCC1 (1,4-dioxane), CCOC(=O)C (EtOAc). The product is C(C)(C)(C)OC(CN1C(NC2=C(C1=O)C=CN=C2)=O)=O ((2,4-Dioxo-1,4-dihydro-2H-pyrido[3,4-d]pyrimidin-3-yl)-acetic acid tert-butyl ester). As a reaction SMILES: CC1(C)C2C(=C(P(C3C=CC=CC=3)C3C=CC=CC=3)C=CC=2)OC2C(P(C3C=CC=CC=3)C3C=CC=CC=3)=CC=CC1=2.[C:43]([O:47][C:48](=[O:54])[CH2:49][NH:50][C:51]([NH2:53])=[O:52])([CH3:46])([CH3:45])[CH3:44].C([O-])([O-])=O.[Cs+].[Cs+].C[O:62][C:63](=O)[C:64]1[CH:69]=[CH:68][N:67]=[CH:66][C:65]=1Br>CC([O-])=O.CC([O-])=O.[Pd+2].CCOC(C)=O.O1CCOCC1>[C:43]([O:47][C:48](=[O:54])[CH2:49][N:50]1[C:63](=[O:62])[C:64]2[CH:65]=[CH:66][N:67]=[CH:68][C:69]=2[NH:53][C:51]1=[O:52])([CH3:46])([CH3:44])[CH3:45] |f:2.3.4,6.7.8|. Reported procedure: A 2-5 ml microwave vial is charged with Pd(OAc)2 (2.5 mol %, 6.6 mg, 0.0231 mmol), Xantphos (5 mol %, 27.1 mg, 0.0463 mmol), ureido-acetic acid tert-butyl ester (259 mg, 1.482 mmol), and Cs2CO3 (770.2 mg, 2.315 mmol). 3-Bromo-isonicotinic acid methyl ester (216.3 mg, 0.926 mmol) is added, followed by 1,4-dioxane (4 ml). The vessel is sealed and treated in the microwave at 120° C. for 3×3600 seconds. EtOAc is added to the reaction mixture which is then washed with brine (3×20 ml) and water (2×10 ...